This data is from the Open Reaction Database (ORD), a public repository of structured organic reaction records. The task is: describe an organic reaction: reactants, conditions, products, and yield Yields the product C(C)OC(CN1C=CC2=C(C=CC=C12)OCCCC#CC1=CC=C(C=C1)OC(F)(F)F)=O ({4-[5-(4-Trifluoromethoxy-phenyl)-pent-4-ynyloxy]-indol-1-yl}-acetic acid ethyl ester). Procedure: In analogy to the procedure described for example 1 d], (4-hydroxy-indol-1-yl)-acetic acid ethyl ester was reacted with 5-(4-trifluoromethoxy-phenyl)-pent-4-yn-1-ol in the presence of N,N,N′,N′-tetramethyl azodicarboxamide and tributylphosphine to give the title compound as colorless crystals. Reactants: FC(OC1=CC=C(C=C1)C#CCCCO)(F)F (5-(4-trifluoromethoxy-phenyl)-pent-4-yn-1-ol), CN(C(=O)N=NC(=O)N(C)C)C (N,N,N′,N′-tetramethyl azodicarboxamide), C(CCC)P(CCCC)CCCC (tributylphosphine), C(C)OC(CN1C=CC2=C(C=CC=C12)O)=O ((4-hydroxy-indol-1-yl)-acetic acid ethyl ester). RXN SMILES: [CH2:1]([O:3][C:4](=[O:16])[CH2:5][N:6]1[C:14]2[C:9](=[C:10]([OH:15])[CH:11]=[CH:12][CH:13]=2)[CH:8]=[CH:7]1)[CH3:2].[F:17][C:18]([F:33])([F:32])[O:19][C:20]1[CH:25]=[CH:24][C:23]([C:26]#[C:27][CH2:28][CH2:29][CH2:30]O)=[CH:22][CH:21]=1.CN(C)C(N=NC(N(C)C)=O)=O.C(P(CCCC)CCCC)CCC>>[CH2:1]([O:3][C:4](=[O:16])[CH2:5][N:6]1[C:14]2[C:9](=[C:10]([O:15][CH2:30][CH2:29][CH2:28][C:27]#[C:26][C:23]3[CH:24]=[CH:25][C:20]([O:19][C:18]([F:17])([F:32])[F:33])=[CH:21][CH:22]=3)[CH:11]=[CH:12][CH:13]=2)[CH:8]=[CH:7]1)[CH3:2]. The reactants are OB(O)c1ccc(Br)cc1, O=C([O-])[O-], COCCOC, CCO, N#Cc1ccsc1I, [K+], [K+], N#N, O, [Pd], c1ccc(P(c2ccccc2)c2ccccc2)cc1, c1ccc(P(c2ccccc2)c2ccccc2)cc1, c1ccc(P(c2ccccc2)c2ccccc2)cc1, c1ccc(P(c2ccccc2)c2ccccc2)cc1. The product is N#Cc1ccsc1-c1ccc(Br)cc1. As a reaction SMILES: [Br:9][c:10]1[cH:11][cH:12][c:13]([B:16]([OH:17])[OH:18])[cH:14][cH:15]1.[C:19](=[O:20])([O-:21])[O-:22].[CH2:108]([CH2:109][O:110][CH3:111])[O:112][CH3:113].[CH3:105][CH2:106][OH:107].[I:1][c:2]1[s:3][cH:4][cH:5][c:6]1[C:7]#[N:8].[K+:23].[K+:24].[N:25]#[N:26].[OH2:104].[Pd:27].[c:28]1([P:29]([c:30]2[cH:31][cH:32][cH:33][cH:34][cH:35]2)[c:36]2[cH:37][cH:38][cH:39][cH:40][cH:41]2)[cH:42][cH:43][cH:44][cH:45][cH:46]1.[c:47]1([P:48]([c:49]2[cH:50][cH:51][cH:52][cH:53][cH:54]2)[c:55]2[cH:56][cH:57][cH:58][cH:59][cH:60]2)[cH:61][cH:62][cH:63][cH:64][cH:65]1.[c:66]1([P:67]([c:68]2[cH:69][cH:70][cH:71][cH:72][cH:73]2)[c:74]2[cH:75][cH:76][cH:77][cH:78][cH:79]2)[cH:80][cH:81][cH:82][cH:83][cH:84]1.[c:85]1([P:86]([c:87]2[cH:88][cH:89][cH:90][cH:91][cH:92]2)[c:93]2[cH:94][cH:95][cH:96][cH:97][cH:98]2)[cH:99][cH:100][cH:101][cH:102][cH:103]1>>[c:2]1(-[c:13]2[cH:12][cH:11][c:10]([Br:9])[cH:15][cH:14]2)[s:3][cH:4][cH:5][c:6]1[C:7]#[N:8]. The reactants are ClCCl, COC(=O)C(=C1SCC(O)(C(F)(F)F)S1)N1C(=O)CC1SC, O=S(=O)(Cl)Cl. Yields the product COC(=O)C(=C1SCC(O)(C(F)(F)F)S1)N1C(=O)CC1Cl. RXN SMILES: [CH2:28]([Cl:29])[Cl:30].[CH3:6][S:7][CH:8]1[CH2:9][C:10](=[O:27])[N:11]1[C:12]([C:13](=[O:14])[O:15][CH3:16])=[C:17]1[S:18][CH2:19][C:20]([OH:22])([C:23]([F:24])([F:25])[F:26])[S:21]1.[S:1]([Cl:2])(=[O:3])([Cl:4])=[O:5]>>[Cl:4][CH:8]1[CH2:9][C:10](=[O:27])[N:11]1[C:12]([C:13](=[O:14])[O:15][CH3:16])=[C:17]1[S:18][CH2:19][C:20]([OH:22])([C:23]([F:24])([F:25])[F:26])[S:21]1. Reactants: 8R, 9R, CC=1N=C2N(C=CC=3C(C(C(NC23)C2=CC=CC=C2)O)O)C1C (2,3-dimethyl-7,8-dihydroxy-9-phenyl-7,8,9,10-tetrahydro-imidazo[1,2-h][1,7]naphthyridine), CC(C)O (2-propanol). The product is CC=1N=C2N(C=CC=3[C@@H]([C@@H]([C@H](NC23)C2=CC=CC=C2)O)OC(C)C)C1C ((7S, 8R, 9R)-2,3-Dimethyl-8-hydroxy-9-phenyl-7-(2-propoxy)-7,8,9,10-tetrahydro-imidazo[1,2-h][1,7]-naphthyridine), 7R. RXN SMILES: [CH3:1][C:2]1[N:3]=[C:4]2[C:13]3[NH:12][CH:11]([C:14]4[CH:19]=[CH:18][CH:17]=[CH:16][CH:15]=4)[CH:10]([OH:20])[CH:9]([OH:21])[C:8]=3[CH:7]=[CH:6][N:5]2[C:22]=1[CH3:23].[CH3:24][CH:25](O)[CH3:26]>>[CH3:1][C:2]1[N:3]=[C:4]2[C:13]3[NH:12][C@H:11]([C:14]4[CH:19]=[CH:18][CH:17]=[CH:16][CH:15]=4)[C@@H:10]([OH:20])[C@@H:9]([O:21][CH:25]([CH3:26])[CH3:24])[C:8]=3[CH:7]=[CH:6][N:5]2[C:22]=1[CH3:23]. Procedure details: 1 g of the title compound of melting point 168-9° C. is obtained by reaction of 3 g of 7R, 8R, 9R)-2,3-dimethyl-7,8-dihydroxy-9-phenyl-7,8,9,10-tetrahydro-imidazo[1,2-h][1,7]naphthyridine with 2-propanol according to Example 1, Method a.